This data is from the Open Reaction Database (ORD), a public repository of structured organic reaction records. The task is: describe an organic reaction: reactants, conditions, products, and yield Starting materials: [Na] (Sodium), C(=O)(O)C=1C=CC(=NC1)C#N (5-carboxy-2-cyano-pyridine), Cl (HCl), CO (methanol), [Na] (sodium). The product is C(=O)(O)C=1C=CC(=NC1)C(OC)=N (Methyl 5-carboxy-pyridine-2-carboximidate). The solvent is O (water). RXN SMILES: [Na].[CH3:2][OH:3].[C:4]([C:7]1[CH:8]=[CH:9][C:10]([C:13]#[N:14])=[N:11][CH:12]=1)([OH:6])=[O:5].Cl>O>[C:4]([C:7]1[CH:8]=[CH:9][C:10]([C:13](=[NH:14])[O:3][CH3:2])=[N:11][CH:12]=1)([OH:6])=[O:5] |^1:0|. Reported procedure: Sodium (12 mmol) is added to a flask containing 20 ml of methanol. After the sodium has dissolved, 5 mmol of 5-carboxy-2-cyano-pyridine is added. The mixture is heated at 50° for 6 h. After cooling, the reaction mixture is diluted with water and acidified (pH=5)with 2N HCl. The solid is collected and dried, and corresponds to the title compound, m.p. 284°-286°. Starting materials: N(=O)OCCC(C)C (isoamyl nitrite), Cl (hydrogen chloride), methanolic solution, NC1=NC=C(N=C1)Br (2-amino-5-bromopyrazine). Run in CO (methanol). Conditions: temperature -10 celsius, time 1.5 hour. The product is BrC1=NC=C(N=C1)OC (2-bromo-5-methoxypyrazine). Isolated yield 85.3%. Reaction SMILES: Cl.N[C:3]1[CH:8]=[N:7][C:6]([Br:9])=[CH:5][N:4]=1.N([O:12][CH2:13]CC(C)C)=O>CO>[Br:9][C:6]1[CH:5]=[N:4][C:3]([O:12][CH3:13])=[CH:8][N:7]=1. Reported procedure: Methanolic hydrogen chloride (0.8 mL of a 10M methanolic solution) was added to a stirred solution of 2-amino-5-bromopyrazine (6.96 g, 0.04 mol) in anhydrous methanol (125 mL). To this cooled (-10° C.) solution was added isoamyl nitrite (16.1 mL, 0.12 mol) and the reaction mixture was stirred at -10° C. for 1.5 hours then at room temperature for 2 hours. The solvent was evaporated and the residue partitioned between aqueous saturated sodium carbonate (50 mL) and dichloromethane (4×50 mL). The co... Reactants: CC[N+](CC)(CC)Cc1ccccc1, CS(=O)(=O)Oc1ccccc1N, [Cl-], ClCCCl, Cl, O=N[O-], [Na+], O=S=O, O. Yields the product CS(=O)(=O)Oc1ccccc1S(=O)(=O)Cl. RXN SMILES: [CH2:23]([N+:24]([CH2:25][CH3:26])([CH2:27][CH3:28])[CH2:29][CH3:30])[c:31]1[cH:32][cH:33][cH:34][cH:35][cH:36]1.[CH3:5][S:6](=[O:7])(=[O:8])[O:9][c:10]1[c:11]([NH2:16])[cH:12][cH:13][cH:14][cH:15]1.[Cl-:22].[Cl:37][CH2:38][CH2:39][Cl:40].[ClH:17].[N:1]([O-:2])=[O:3].[Na+:4].[O:18]=[S:19]=[O:20].[OH2:21]>>[CH3:5][S:6](=[O:7])(=[O:8])[O:9][c:10]1[c:11]([S:19]([Cl:17])(=[O:18])=[O:20])[cH:12][cH:13][cH:14][cH:15]1. The reactants are CN(C(N(C)C)OC(C)(C)C)C (N,N,N′,N′-tetramethyl-1-[(2-methylpropan-2-yl)oxy]methanediamine), C(CCC)(=O)OCC (ethyl butanoate). The product is CN(C)\C=C(\C(=O)OCC)/CC (ethyl (2E)-2-(dimethylaminomethylidene)butanoate). Procedure details: The title compound was prepared from N,N,N′,N′-tetramethyl-1-[(2-methylpropan-2-yl)oxy]methanediamine and ethyl butanoate according to the procedure for the preparation of Example 84, part A. [M+H] Calc'd for C9H17NO2, 172. Found, 172. As a reaction SMILES: [CH3:1][N:2]([CH3:12])[CH:3](OC(C)(C)C)N(C)C.[C:13]([O:18][CH2:19][CH3:20])(=[O:17])[CH2:14][CH2:15][CH3:16]>>[CH3:1][N:2](/[CH:12]=[C:14](\[CH2:15][CH3:16])/[C:13]([O:18][CH2:19][CH3:20])=[O:17])[CH3:3]. Starting materials: CCOc1cc(C(C)(C)C)ncc1C1=NC(C)(c2ccc(Cl)cc2)C(C)(c2ccc(Cl)cc2)N1C(=O)N1CCC(CC(=O)O)CC1, CCC(C)N. Product: CCOc1cc(C(C)(C)C)ncc1C1=NC(C)(c2ccc(Cl)cc2)C(C)(c2ccc(Cl)cc2)N1C(=O)N1CCC(CC(=O)NC(C)CC)CC1. RXN SMILES: [C:1]([CH3:2])([CH3:3])([CH3:4])[c:5]1[cH:6][c:7]([O:44][CH2:45][CH3:46])[c:8]([C:11]2=[N:15][C:14]([CH3:16])([c:17]3[cH:18][cH:19][c:20]([Cl:23])[cH:21][cH:22]3)[C:13]([CH3:24])([c:25]3[cH:26][cH:27][c:28]([Cl:31])[cH:29][cH:30]3)[N:12]2[C:32](=[O:33])[N:34]2[CH2:35][CH2:36][CH:37]([CH2:40][C:41](=[O:42])[OH:43])[CH2:38][CH2:39]2)[cH:9][n:10]1.[NH2:47][CH:48]([CH3:49])[CH2:50][CH3:51]>>[C:1]([CH3:2])([CH3:3])([CH3:4])[c:5]1[cH:6][c:7]([O:44][CH2:45][CH3:46])[c:8]([C:11]2=[N:15][C:14]([CH3:16])([c:17]3[cH:18][cH:19][c:20]([Cl:23])[cH:21][cH:22]3)[C:13]([CH3:24])([c:25]3[cH:26][cH:27][c:28]([Cl:31])[cH:29][cH:30]3)[N:12]2[C:32](=[O:33])[N:34]2[CH2:35][CH2:36][CH:37]([CH2:40][C:41](=[O:43])[NH:47][CH:48]([CH3:49])[CH2:50][CH3:51])[CH2:38][CH2:39]2)[cH:9][n:10]1. Starting materials: C[Al](C)C, CC(C)N, COC(=O)c1ccc(OCc2c(-c3ccc(F)c(F)c3)noc2CO)nc1, C1COCCO1. The product is CC(C)NC(=O)c1ccc(OCc2c(-c3ccc(F)c(F)c3)noc2CO)nc1. RXN SMILES: [CH3:1][Al:2]([CH3:3])[CH3:4].[CH3:5][CH:6]([CH3:7])[NH2:8].[CH3:9][O:10][C:11]([c:12]1[cH:13][n:14][c:15]([O:18][CH2:19][c:20]2[c:21](-[c:27]3[cH:28][c:29]([F:34])[c:30]([F:33])[cH:31][cH:32]3)[n:22][o:23][c:24]2[CH2:25][OH:26])[cH:16][cH:17]1)=[O:35].[O:36]1[CH2:37][CH2:38][O:39][CH2:40][CH2:41]1>>[CH3:5][CH:6]([CH3:7])[NH:8][C:11]([c:12]1[cH:13][n:14][c:15]([O:18][CH2:19][c:20]2[c:21](-[c:27]3[cH:28][c:29]([F:34])[c:30]([F:33])[cH:31][cH:32]3)[n:22][o:23][c:24]2[CH2:25][OH:26])[cH:16][cH:17]1)=[O:35].